This data is from the Open Reaction Database (ORD), a public repository of structured organic reaction records. The task is: describe an organic reaction: reactants, conditions, products, and yield Reactants: C1(=CC=CC=C1)C(=C/C=C/C(=O)O)C1=CC=CC=C1 ((E)-5,5-diphenyl-2,4-pentadienoic acid), [N+](=O)([O-])C1=CC=C(C=C1)O (4-nitrophenol), C1(CCCCC1)N=C=NC1CCCCC1 (1,3-dicyclohexylcarbodiimide). Solvent: ClCCl (dichloromethane). Reaction conditions: time 10 minute. Yields the product [N+](=O)([O-])C1=CC=C(C=C1)OC(\C=C\C=C(C1=CC=CC=C1)C1=CC=CC=C1)=O ((E)-5,5-diphenyl-2,4-pentadienoic acid 4-nitrophenyl ester). As a reaction SMILES: [C:1]1([C:7]([C:14]2[CH:19]=[CH:18][CH:17]=[CH:16][CH:15]=2)=[CH:8]/[CH:9]=[CH:10]/[C:11]([OH:13])=[O:12])[CH:6]=[CH:5][CH:4]=[CH:3][CH:2]=1.[N+:20]([C:23]1[CH:28]=[CH:27][C:26](O)=[CH:25][CH:24]=1)([O-:22])=[O:21].C1(N=C=NC2CCCCC2)CCCCC1>ClCCl>[N+:20]([C:23]1[CH:28]=[CH:27][C:26]([O:12][C:11](=[O:13])/[CH:10]=[CH:9]/[CH:8]=[C:7]([C:14]2[CH:19]=[CH:18][CH:17]=[CH:16][CH:15]=2)[C:1]2[CH:2]=[CH:3][CH:4]=[CH:5][CH:6]=2)=[CH:25][CH:24]=1)([O-:22])=[O:21]. Procedure: As in Example 115, (E)-5,5-diphenyl-2,4-pentadienoic acid (lg) and 4-nitrophenol (0.7 g) in dichloromethane (10 mL) was treated with 1,3-dicyclohexylcarbodiimide (0.824 g). The mixture was stirred at 0°-5° C. for 10 minutes, then at room temperature for 45 minutes. After the usual work up, the ester was crystallized from 2-propanol to yield 1.1 g of (E)-5,5-diphenyl-2,4-pentadienoic acid 4-nitrophenyl ester mp 113°-115° C. The reactants are O=C(O)c1cc(Cl)ccc1OCc1ccccc1, Cl, Nc1nnn[nH]1, O, Cl[Si](Cl)(Cl)Cl, c1ccncc1. The product is O=C(Nc1nnn[nH]1)c1cc(Cl)ccc1OCc1ccccc1. As a reaction SMILES: [CH2:1]([c:2]1[cH:3][cH:4][cH:5][cH:6][cH:7]1)[O:8][c:9]1[c:10]([C:11](=[O:12])[OH:13])[cH:14][c:15]([Cl:18])[cH:16][cH:17]1.[ClH:30].[NH2:19][c:20]1[n:21][n:22][n:23][nH:24]1.[OH2:31].[Si:25]([Cl:26])([Cl:27])([Cl:28])[Cl:29].[cH:32]1[cH:33][cH:34][n:35][cH:36][cH:37]1>>[CH2:1]([c:2]1[cH:3][cH:4][cH:5][cH:6][cH:7]1)[O:8][c:9]1[c:10]([C:11](=[O:12])[NH:19][c:20]2[n:21][n:22][n:23][nH:24]2)[cH:14][c:15]([Cl:18])[cH:16][cH:17]1. Procedure details: To a solution of 150 ml of ethylene glycol and 15 ml (0.15 moles) of cc. hydrochloric acid 24.5 g (0.075 moles) of ethyl-(2-cyanoimino-5,6-dichloro-1,2,3,4-tetrahydroquinazolin-3-yl) acetate are added in small portions, within about 10 minutes, at 115° C., and the mixture is kept at the same temperature for further 20 minutes. Then it is cooled to room temperature and made neutral by the dropwise addition of 10% potassium carbonate solution. The separated crystals are filtered off. Thus 17.75 g ... The yield is 93.0%. Starting materials: C(CO)O (ethylene glycol), Cl (hydrochloric acid), C(C)(=O)ON1C(N(C2=CC=C(C(=C2C1)Cl)Cl)CC)=NC#N (ethyl-(2-cyanoimino-5,6-dichloro-1,2,3,4-tetrahydroquinazolin-3-yl) acetate), C([O-])([O-])=O.[K+].[K+] (potassium carbonate). The product is ClC1=C2CN3C(=NC2=CC=C1Cl)NC(C3)=O (6,7-dichloro-1,5-dihydroimidazo[2,1-b]quinazolin-2[3H]-one). Reaction SMILES: Cl.C(O[N:6]1[CH2:15][C:14]2[C:9](=[CH:10][CH:11]=[C:12]([Cl:17])[C:13]=2[Cl:16])[N:8](CC)[C:7]1=[N:20]C#N)(=O)C.C(=O)([O-])[O-].[K+].[K+].[CH2:29]([OH:32])[CH2:30]O>>[Cl:16][C:13]1[C:12]([Cl:17])=[CH:11][CH:10]=[C:9]2[C:14]=1[CH2:15][N:6]1[CH2:30][C:29](=[O:32])[NH:20][C:7]1=[N:8]2 |f:2.3.4|. Reaction conditions: time 20 minute. The reactants are FC=1C=C(C=CC1)C=1C=C(C(=C(C(=O)NC2=C(C(=CC=C2C)O)C)C1)OC)C (5-(3-fluorophenyl)-N-(3-hydroxy-2,6-dimethyl-phenyl)-2-methoxy-3-methyl-benzamide). The solvent is C1CCOC1 (THF), C1CCOC1 (THF). Run at temperature 60 celsius. The product is FC=1C=C(C=CC1)C=1C=C(C(=C(C1)CNC=1C(=C(C=CC1C)O)C)OC)C (3-[[5-(3-Fluorophenyl)-2-methoxy-3-methyl-phenyl]methylamino]-2,4-dimethyl-phenol). Yield: 44.3%. RXN SMILES: [F:1][C:2]1[CH:3]=[C:4]([C:8]2[CH:9]=[C:10]([CH3:28])[C:11]([O:26][CH3:27])=[C:12]([CH:25]=2)[C:13]([NH:15][C:16]2[C:21]([CH3:22])=[CH:20][CH:19]=[C:18]([OH:23])[C:17]=2[CH3:24])=O)[CH:5]=[CH:6][CH:7]=1>C1COCC1>[F:1][C:2]1[CH:3]=[C:4]([C:8]2[CH:9]=[C:10]([CH3:28])[C:11]([O:26][CH3:27])=[C:12]([CH2:13][NH:15][C:16]3[C:17]([CH3:24])=[C:18]([OH:23])[CH:19]=[CH:20][C:21]=3[CH3:22])[CH:25]=2)[CH:5]=[CH:6][CH:7]=1. Procedure details: To a solution of 5-(3-fluorophenyl)-N-(3-hydroxy-2,6-dimethyl-phenyl)-2-methoxy-3-methyl-benzamide (270 mg, 0.71 mmol, 1.0 eq) in THF (5 mL) at 0° C. under N2 was added a solution of BH3 (1M in THF, 1.07 mL, 1.07 mmol, 1.5 eq) dropwise. The reaction mixture was heated at 60° C. for 4 h, then cooled and quenched with water. The aqueous layer was extracted with EtOAc and the combined organic extracts were washed with water and brine, dried (Na2SO4), filtered and evaporated in vacuo. The residue ob... The reactants are OC=1C(=CC=2C(CCC(C2C1)(C)C)(C)C)C=1C=C(C=CC1OC)C=CC(=O)OCC (ethyl 3-[3-(3-hydroxy-5,5,8,8-tetramethyl-5,6,7,8-tetrahydro-2-naphthyl)-4-methoxyphenyl]acrylate), Cl.ClCCN1CCCCC1 (1-(2-chloroethyl)-piperidine hydrochloride). The product is COC1=C(C=C(C=C1)C=CC(=O)O)C1=CC=2C(CCC(C2C=C1OCCN1CCCCC1)(C)C)(C)C (3-{4-methoxy-3-[5,5,8,8-tetramethyl-3-(2-piperidin-1-yl-ethoxy)-5,6,7,8-tetrahydro-2-naphthyl]phenyl}acrylic Acid). Isolated yield 93.9%. RXN SMILES: [OH:1][C:2]1[C:3]([C:16]2[CH:17]=[C:18]([CH:24]=[CH:25][C:26]([O:28]CC)=[O:27])[CH:19]=[CH:20][C:21]=2[O:22][CH3:23])=[CH:4][C:5]2[C:6]([CH3:15])([CH3:14])[CH2:7][CH2:8][C:9]([CH3:13])([CH3:12])[C:10]=2[CH:11]=1.Cl.Cl[CH2:33][CH2:34][N:35]1[CH2:40][CH2:39][CH2:38][CH2:37][CH2:36]1>>[CH3:23][O:22][C:21]1[CH:20]=[CH:19][C:18]([CH:24]=[CH:25][C:26]([OH:28])=[O:27])=[CH:17][C:16]=1[C:3]1[C:2]([O:1][CH2:33][CH2:34][N:35]2[CH2:40][CH2:39][CH2:38][CH2:37][CH2:36]2)=[CH:11][C:10]2[C:9]([CH3:13])([CH3:12])[CH2:8][CH2:7][C:6]([CH3:15])([CH3:14])[C:5]=2[CH:4]=1 |f:1.2|. Procedure details: In a manner similar to that of Example 16(a), by reaction of 1.4 g (3.4 mmol) of ethyl 3-[3-(3-hydroxy-5,5,8,8-tetramethyl-5,6,7,8-tetrahydro-2-naphthyl)-4-methoxyphenyl]acrylate obtained in Example 13(f) and 760 mg (4.08 mmol) of 1-(2-chloroethyl)-piperidine hydrochloride, 1.57 g (89%) of the expected compound was obtained in the form of a colorless oil. Reactants: [N+](=[N-])=CC(=O)OCC (ethyl diazoacetate), C=CC1=CC=CC=C1 (styrene), C=CC1=CC=CC=C1 (styrene). The reagents and catalysts are catalyst. Run in C(Cl)Cl (CH2Cl2), C(Cl)Cl (CH2Cl2). Conditions: time 24 hour. Yields the product C1(=CC=CC=C1)C1C(C1)C(=O)OCC (ethyl 2-phenylcyclopropane-carboxylate). Reaction SMILES: [CH2:1]=[CH:2][C:3]1[CH:8]=[CH:7][CH:6]=[CH:5][CH:4]=1.[N+](=[CH:11][C:12]([O:14][CH2:15][CH3:16])=[O:13])=[N-]>C(Cl)Cl>[C:3]1([CH:2]2[CH2:1][CH:11]2[C:12]([O:14][CH2:15][CH3:16])=[O:13])[CH:8]=[CH:7][CH:6]=[CH:5][CH:4]=1. Procedure details: In Example 4, a flask was charged with 1.0 g of the catalyst described in Example 1, CH2Cl2 (2.5 mL), and styrene (2.5 mL). A solution of ethyl diazoacetate (0.23 g), CH2Cl2 (12.5 mL), and styrene (12.5 mL) was added slowly dropwise and the resulting mixture was stirred for 24 hours. The reaction product was analyzed by gas chromatography and the catalyst recovered by filtration. This process was repeated for a total of ten cycles during which yields of ethyl 2-phenylcyclopropane-carboxylate rem... Reactants: O (water), CC(C)([O-])C.[K+] (potassium-tert-butoxide), C1(=CC=CC=C1)CSC1=C(C=CC=C1)CCl (2-phenylmethylthio chloromethyl benzene), N1C(CCC1)=O (2-pyrrolidinone). The solvent is CN(C=O)C (dimethylformamide). Run at time 10 minute. Product: C1(=CC=CC=C1)CSC1=C(C=CC=C1)CN1C(CCC1)=O ((2-(Phenylmethylthio)phenylmethyl]-2-pyrrolidinone). Reaction SMILES: CC(C)([O-])C.[K+].[NH:7]1[CH2:11][CH2:10][CH2:9][C:8]1=[O:12].[C:13]1([CH2:19][S:20][C:21]2[CH:26]=[CH:25][CH:24]=[CH:23][C:22]=2[CH2:27]Cl)[CH:18]=[CH:17][CH:16]=[CH:15][CH:14]=1.O>CN(C)C=O>[C:13]1([CH2:19][S:20][C:21]2[CH:26]=[CH:25][CH:24]=[CH:23][C:22]=2[CH2:27][N:7]2[CH2:11][CH2:10][CH2:9][C:8]2=[O:12])[CH:14]=[CH:15][CH:16]=[CH:17][CH:18]=1 |f:0.1|. Procedure details: To a solution of 1.35 g of potassium-tert-butoxide in 25 mL of dimethylformamide, cooled to 0° C., was added 0.92 mL of 2-pyrrolidinone. As a white precipitate formed, the mixture was stirred for 10 minutes, and 3.0 g of 2-phenylmethylthio chloromethyl benzene was added in one portion. The resulting solution was allowed to warm to room temperature, stirred for 1 hour, poured into water, and extracted with methylene chloride. The organic layer was washed well with water, dried over magnesium sulf...